Task: describe an organic reaction: reactants, conditions, products, and yield. Dataset: the Open Reaction Database (ORD), a public repository of structured organic reaction records The reactants are Cc1c(Cl)nc(NCC2CCCCN2CC2CC2)c(=O)n1CC(=O)OCc1ccccc1, [OH-], [OH-], [Pd+2]. RXN SMILES: [Cl:1][c:2]1[c:3]([CH3:32])[n:4]([CH2:21][C:22](=[O:23])[O:24][CH2:25][c:26]2[cH:27][cH:28][cH:29][cH:30][cH:31]2)[c:5](=[O:20])[c:6]([NH:8][CH2:9][CH:10]2[N:11]([CH2:16][CH:17]3[CH2:18][CH2:19]3)[CH2:12][CH2:13][CH2:14][CH2:15]2)[n:7]1.[OH-:33].[OH-:35].[Pd+2:34]>>[Cl:1][c:2]1[c:3]([CH3:32])[n:4]([CH2:21][C:22](=[O:23])[OH:24])[c:5](=[O:20])[c:6]([NH:8][CH2:9][CH:10]2[N:11]([CH2:16][CH:17]3[CH2:18][CH2:19]3)[CH2:12][CH2:13][CH2:14][CH2:15]2)[n:7]1. Product: Cc1c(Cl)nc(NCC2CCCCN2CC2CC2)c(=O)n1CC(=O)O. The reactants are O=C(OCC=Cc1cc2ncnc(Oc3ccccc3)c2[nH]1)c1ccccc1, O=C([O-])[O-], CN(C)C=O, CI, [K+], [K+], O. The product is Cn1c(C=CCOC(=O)c2ccccc2)cc2ncnc(Oc3ccccc3)c21. As a reaction SMILES: [C:1]([c:2]1[cH:3][cH:4][cH:5][cH:6][cH:7]1)(=[O:8])[O:9][CH2:10][CH:11]=[CH:12][c:13]1[cH:14][c:15]2[n:16][cH:17][n:18][c:19]([O:22][c:23]3[cH:24][cH:25][cH:26][cH:27][cH:28]3)[c:20]2[nH:21]1.[C:29](=[O:30])([O-:31])[O-:32].[CH3:38][N:39]([CH3:40])[CH:41]=[O:42].[I:35][CH3:36].[K+:33].[K+:34].[OH2:37]>>[C:1]([c:2]1[cH:3][cH:4][cH:5][cH:6][cH:7]1)(=[O:8])[O:9][CH2:10][CH:11]=[CH:12][c:13]1[cH:14][c:15]2[n:16][cH:17][n:18][c:19]([O:22][c:23]3[cH:24][cH:25][cH:26][cH:27][cH:28]3)[c:20]2[n:21]1[CH3:29]. Starting materials: CN(C[C@H](C[C@@H]1COCCC1)NC(OCC1=CC=CC=C1)=O)C(=O)OC(C)(C)C (benzyl (5)-1-(N-methyl-tert-butoxycarbonylamino)-3-((R)-tetrahydro-2H-pyran-3-yl)propan-2-ylcarbamate). The reagents and catalysts are [OH-].[OH-].[Pd+2] (Pd(OH)2). Solvent: CO (MeOH). Yields the product N[C@H](CN(C(OC(C)(C)C)=O)C)C[C@@H]1COCCC1 (tert-butyl (S)-2-amino-3-((R)-tetrahydro-2H-pyran-3-yl)propyl(methyl)carbamate). The yield is 89.5%. Reaction SMILES: [CH3:1][N:2]([C:23]([O:25][C:26]([CH3:29])([CH3:28])[CH3:27])=[O:24])[CH2:3][C@@H:4]([NH:12]C(=O)OCC1C=CC=CC=1)[CH2:5][C@H:6]1[CH2:11][CH2:10][CH2:9][O:8][CH2:7]1>CO.[OH-].[OH-].[Pd+2]>[NH2:12][C@@H:4]([CH2:5][C@H:6]1[CH2:11][CH2:10][CH2:9][O:8][CH2:7]1)[CH2:3][N:2]([CH3:1])[C:23](=[O:24])[O:25][C:26]([CH3:28])([CH3:27])[CH3:29] |f:2.3.4|. Reported procedure: To a solution of benzyl (5)-1-(N-methyl-tert-butoxycarbonylamino)-3-((R)-tetrahydro-2H-pyran-3-yl)propan-2-ylcarbamate (20 g, 49.2 mmol) in MeOH (400 mL) was added Pd(OH)2 (2 g). The reaction bottle was degassed and filled into H2. Upon completion of the reaction, the mixture was filtered through Celite, dried over Na2SO4, and concentrated to give the product (12 g). 1H NMR (CD3OD) δ 1.0-1.2 (m, 3H), 1.4-1.5 (m, 9H), 1.6-1.7 (m, 2H), 1.7-1.9 (m, 2H), 2.8-2.9 (s, 3H), 2.9-3.1 (m, 4H), 3.3-3.4 (m,... RXN SMILES: [CH2:1]([CH2:2][CH2:3][CH3:4])[O:5][CH2:6][CH:7]([CH3:8])[OH:9].[CH3:21][c:22]1[cH:23][cH:24][cH:25][cH:26][cH:27]1.[c:10]1([CH3:20])[cH:11][cH:12][c:13]([S:16](=[O:17])(=[O:18])[Cl:19])[cH:14][cH:15]1.[cH:28]1[cH:29][cH:30][n:31][cH:32][cH:33]1>>[CH2:1]([CH2:2][CH2:3][CH3:4])[O:5][CH2:6][CH:7]([CH3:8])[O:9][S:16]([c:13]1[cH:12][cH:11][c:10]([CH3:20])[cH:15][cH:14]1)(=[O:17])=[O:18]. The reactants are CCCCOCC(C)O, Cc1ccccc1, Cc1ccc(S(=O)(=O)Cl)cc1, c1ccncc1. Product: CCCCOCC(C)OS(=O)(=O)c1ccc(C)cc1.